Dataset: the Open Reaction Database (ORD), a public repository of structured organic reaction records. Task: describe an organic reaction: reactants, conditions, products, and yield Starting materials: B, O=C(O)C1CC(O)CN1C(=O)OCC1c2ccccc2-c2ccccc21, C1CCOC1, CSC, CO. The product is O=C(OCC1c2ccccc2-c2ccccc21)N1CC(O)CC1CO. Reaction SMILES: [BH3:30].[C:1](=[O:2])([O:3][CH2:4][CH:5]1[c:6]2[cH:7][cH:8][cH:9][cH:10][c:11]2-[c:12]2[cH:13][cH:14][cH:15][cH:16][c:17]21)[N:18]1[CH:19]([C:20](=[O:21])[OH:22])[CH2:23][CH:24]([OH:26])[CH2:25]1.[CH2:33]1[O:34][CH2:35][CH2:36][CH2:37]1.[CH3:27][S:28][CH3:29].[CH3:31][OH:32]>>[C:1](=[O:2])([O:3][CH2:4][CH:5]1[c:6]2[cH:7][cH:8][cH:9][cH:10][c:11]2-[c:12]2[cH:13][cH:14][cH:15][cH:16][c:17]21)[N:18]1[CH:19]([CH2:20][OH:21])[CH2:23][CH:24]([OH:26])[CH2:25]1. The reactants are CS(=O)(=O)Cl (methanesulfonyl chloride), NC1=C(C(=O)O)C=C(C=C1C)Cl (2-amino-3-methyl-5-chlorobenzoic acid), NC1=C(C(=O)O)C=C(C=C1C)Cl (2-amino-3-methyl-5-chlorobenzoic acid), N1=CC=CC=C1 (pyridine), BrC1=NN(C(=C1)C(=O)O)C1=NC=CC=C1Cl (3-bromo-1-(3-chloro-2-pyridinyl)-1H-pyrazole-5-carboxylic acid), BrC1=NN(C(=C1)C(=O)O)C1=NC=CC=C1Cl (3-bromo-1-(3-chloro-2-pyridinyl)-1H-pyrazole-5-carboxylic acid), N1=CC=CC=C1 (pyridine), CS(=O)(=O)Cl (Methanesulfonyl chloride). Run in O (Water), C(C)#N (acetonitrile), C(C)#N (acetonitrile), C(C)#N (acetonitrile), C(C)#N (acetonitrile). Run at temperature -5 celsius, time 5 minute. The product is BrC1=NN(C(=C1)C1=NC2=C(C(O1)=O)C=C(C=C2C)Cl)C2=NC=CC=C2Cl (2-[3-bromo-1-(3-chloro-2-pyridinyl)-1H-pyrazol-5-yl]-6-chloro-8-methyl-4H-3,1-benzoxazin-4-one). As a reaction SMILES: CS(Cl)(=O)=O.[Br:6][C:7]1[CH:11]=[C:10]([C:12]([OH:14])=O)[N:9]([C:15]2[C:20]([Cl:21])=[CH:19][CH:18]=[CH:17][N:16]=2)[N:8]=1.N1C=CC=CC=1.[NH2:28][C:29]1[C:37]([CH3:38])=[CH:36][C:35]([Cl:39])=[CH:34][C:30]=1[C:31](O)=[O:32]>C(#N)C.O>[Br:6][C:7]1[CH:11]=[C:10]([C:12]2[O:14][C:31](=[O:32])[C:30]3[CH:34]=[C:35]([Cl:39])[CH:36]=[C:37]([CH3:38])[C:29]=3[N:28]=2)[N:9]([C:15]2[C:20]([Cl:21])=[CH:19][CH:18]=[CH:17][N:16]=2)[N:8]=1. Reported procedure: Methanesulfonyl chloride (1.0 mL, 1.5 g, 13 mmol) was dissolved in acetonitrile (10 mL), and the mixture was cooled to −5° C. A solution of 3-bromo-1-(3-chloro-2-pyridinyl)-1H-pyrazole-5-carboxylic acid (i.e. the pyrazolecarboxylic acid product of Example 5, Step D) (3.02 g, 10 mmol) and pyridine (1.4 mL, 1.4 g, 17 mmol) in acetonitrile (10 mL) was added dropwise over 5 minutes at −5 to 0° C. A slurry formed during the addition. The mixture was stirred 5 minutes at this temperature, and then a m... Reactants: CO, CC(=O)O, [H][H], Cc1c(O)ccc(C=O)c1O. Product: Cc1ccc(O)c(C)c1O. Reaction SMILES: [CH3:14][OH:15].[CH3:16][C:17](=[O:18])[OH:19].[H:12][H:13].[OH:1][c:2]1[c:3]([CH:4]=[O:5])[cH:6][cH:7][c:8]([OH:11])[c:9]1[CH3:10]>>[OH:1][c:2]1[c:3]([CH3:4])[cH:6][cH:7][c:8]([OH:11])[c:9]1[CH3:10]. Starting materials: [C-]#N, CN(C)P(=O)(N(C)C)N(C)C, CS(=O)(=O)c1ccc(CCl)cc1, CCOC(C)=O, [K+], CN(C)C=O, O. Product: CS(=O)(=O)c1ccc(CC#N)cc1. RXN SMILES: [C-:24]#[N:25].[CH3:13][N:14]([CH3:15])[P:16]([N:17]([CH3:18])[CH3:19])([N:20]([CH3:21])[CH3:22])=[O:23].[CH3:1][S:2](=[O:3])(=[O:4])[c:5]1[cH:6][cH:7][c:8]([CH2:9][Cl:10])[cH:11][cH:12]1.[CH3:33][CH2:34][O:35][C:36](=[O:37])[CH3:38].[K+:26].[O:27]=[CH:28][N:29]([CH3:30])[CH3:31].[OH2:32]>>[CH3:1][S:2](=[O:3])(=[O:4])[c:5]1[cH:6][cH:7][c:8]([CH2:9][C:13]#[N:14])[cH:11][cH:12]1. Reactants: OC(CN1CCC(CC1)=O)COC1=C(C=CC=C1)OC (1-[2-hydroxy-3-(2-methoxyphenyloxy)-propyl]-piperidin-4-one), NCCNC1CCNCC1 (4-(2-aminoethylamino)-piperidine). Reagents/catalysts: [Pt] (platinum on charcoal). Solvent: CO (methanol). The product is OC(CN1CCC(CC1)NCCNC1=CC=NC=C1)COC1=C(C=CC=C1)OC (1-[2-hydroxy-3-(2-methoxyphenyloxy)-propyl]-4-[2-(4-pyridyl-amino)-ethylamino]-piperidine). As a reaction SMILES: [OH:1][CH:2]([CH2:11][O:12][C:13]1[CH:18]=[CH:17][CH:16]=[CH:15][C:14]=1[O:19][CH3:20])[CH2:3][N:4]1[CH2:9][CH2:8][C:7](=O)[CH2:6][CH2:5]1.[NH2:21][CH2:22][CH2:23][NH:24][CH:25]1[CH2:30][CH2:29][NH:28][CH2:27][CH2:26]1>CO.[Pt]>[OH:1][CH:2]([CH2:11][O:12][C:13]1[CH:18]=[CH:17][CH:16]=[CH:15][C:14]=1[O:19][CH3:20])[CH2:3][N:4]1[CH2:9][CH2:8][CH:7]([NH:21][CH2:22][CH2:23][NH:24][C:25]2[CH:30]=[CH:29][N:28]=[CH:27][CH:26]=2)[CH2:6][CH2:5]1. Procedure: A solution of 27.9 g of 1-[2-hydroxy-3-(2-methoxyphenyloxy)-propyl]-piperidin-4-one and 22.8 g of 4-(2-aminoethylamino)-piperidine in 250 ml of methanol, with the addition of 2 g of a platinum on charcoal catalyst, is hydrogenated at room temperature and under normal pressure until 1 molar equivalent has been taken up. The catalyst is thereafter removed by filtration and the filtrate is concentrated under reduced pressure. The residue is dissolved in 500 ml of methylene chloride and the solution...